This data is from the Open Reaction Database (ORD), a public repository of structured organic reaction records. The task is: describe an organic reaction: reactants, conditions, products, and yield As a reaction SMILES: [Cl:1][C:2]1[CH:3]=[CH:4][C:5]2[N:9]=[C:8]([CH2:10][N:11]3[CH2:16][CH2:15][N:14]([CH2:17][C:18]4[CH:25]=[CH:24][C:21]([C:22]#[N:23])=[CH:20][CH:19]=4)[C:13](=[O:26])[CH2:12]3)[NH:7][C:6]=2[CH:27]=1.C(OC([N:38]1CCN(CC2C=CC(C#N)=CC=2)C(=O)C1)=O)C1C=CC=CC=1.ClC1C=CC2NC(CCl)=NC=2C=1>CO>[Cl:1][C:2]1[CH:3]=[CH:4][C:5]2[N:9]=[C:8]([CH2:10][N:11]3[CH2:16][CH2:15][N:14]([CH2:17][C:18]4[CH:25]=[CH:24][C:21]([C:22]([NH2:38])=[NH:23])=[CH:20][CH:19]=4)[C:13](=[O:26])[CH2:12]3)[NH:7][C:6]=2[CH:27]=1. The product is ClC=1C=CC2=C(NC(=N2)CN2CC(N(CC2)CC2=CC=C(C(=N)N)C=C2)=O)C1 (4-[4-(6-Chloro-1H-benzoimidazol-2-ylmethyl)-2-oxo-piperazin-1-ylmethyl]-benzamidine). Starting materials: ClC=1C=CC2=C(NC(=N2)CN2CC(N(CC2)CC2=CC=C(C#N)C=C2)=O)C1 (4-[4-(6-chloro-1H-benzoimidazol-2-ylmethyl)-2-oxo-piperazin-1-ylmethyl]-benzonitrile), C(C1=CC=CC=C1)OC(=O)N1CC(N(CC1)CC1=CC=C(C=C1)C#N)=O (4-(4-cyanobenzyl)-3-oxopiperazine-1-carboxylic acid benzyl ester), ClC=1C=CC2=C(N=C(N2)CCl)C1 (6-chloro-2-chloromethylbenzimidazole). Reported procedure: Hydrogen chloride gas is bubbled into an ice-cooled solution of 4-[4-(6-chloro-1H-benzoimidazol-2-ylmethyl)-2-oxo-piperazin-1-ylmethyl]-benzonitrile (100 mg, 0.264 mmol), (prepared by deprotecting 4-(4-cyanobenzyl)-3-oxopiperazine-1-carboxylic acid benzyl ester, EXAMPLE 66, Part A, followed by alkylation with 6-chloro-2-chloromethylbenzimidazole) in 15 mL of methanol. The solution contained 3Å molecular sieves. The reaction mixture is stored at −30° C. The methanol is removed on the rotovap. Fre... Run in CO (methanol). As a reaction SMILES: [Br:18][CH2:19][C:20](=[O:21])[c:22]1[cH:23][c:24]([O:30][CH:31]2[CH2:32][CH2:33][CH2:34][CH2:35]2)[c:25]([O:28][CH3:29])[cH:26][cH:27]1.[CH2:1]([c:2]1[cH:3][cH:4][cH:5][cH:6][cH:7]1)[O:8][CH2:9][C:10]([CH2:11][C:12](=[O:13])[O:14][CH2:15][CH3:16])=[O:17]>>[CH2:1]([c:2]1[cH:3][cH:4][cH:5][cH:6][cH:7]1)[O:8][CH2:9][C:10]([CH:11]([C:12](=[O:13])[O:14][CH2:15][CH3:16])[CH2:19][C:20](=[O:21])[c:22]1[cH:23][c:24]([O:30][CH:31]2[CH2:32][CH2:33][CH2:34][CH2:35]2)[c:25]([O:28][CH3:29])[cH:26][cH:27]1)=[O:17]. Reactants: COc1ccc(C(=O)CBr)cc1OC1CCCC1, CCOC(=O)CC(=O)COCc1ccccc1. The product is CCOC(=O)C(CC(=O)c1ccc(OC)c(OC2CCCC2)c1)C(=O)COCc1ccccc1. The reactants are C(C1=CC=CC=C1)NC1=NC(=C2N=CN(C2=N1)CC)N (2-benzylamino-9-ethyl-9H-purin-6-ylamine), ( 4 ), BrN1C(CCC1=O)=O (N-bromosuccinimide). Run in CN(C)C=O (DMF). Reaction conditions: time 1 hour. The product is ( 98/2 ), C(C1=CC=CC=C1)NC1=NC(=C2N=C(N(C2=N1)CC)Br)N (2-benzylamino-8-bromo-9-ethyl-9H-purin-6-ylamine). RXN SMILES: [CH2:1]([NH:8][C:9]1[N:17]=[C:16]2[C:12]([N:13]=[CH:14][N:15]2[CH2:18][CH3:19])=[C:11]([NH2:20])[N:10]=1)[C:2]1[CH:7]=[CH:6][CH:5]=[CH:4][CH:3]=1.[Br:21]N1C(=O)CCC1=O>CN(C=O)C>[CH2:1]([NH:8][C:9]1[N:17]=[C:16]2[C:12]([N:13]=[C:14]([Br:21])[N:15]2[CH2:18][CH3:19])=[C:11]([NH2:20])[N:10]=1)[C:2]1[CH:7]=[CH:6][CH:5]=[CH:4][CH:3]=1. Procedure details: To a solution of 2-benzylamino-9-ethyl-9H-purin-6-ylamine (1.0 mmol), a compound of formula (4), in 10 mL of dry DMF was added N-bromosuccinimide (267 mg, 1.5 mmol). The reaction mixture was stirred at room temperature for 1 hour. The solvent was then removed in vacuo and the residue partitioned between water and chloroform. The organic layer was washed with 1N sodium hydroxide, dried (Na2SO4), filtered, and the filtrate concentrated in vacuo. The residue was chromatographed on a silica gel colu... Reactants: [Li] (lithium), FC(=C)F (1,1-difluoroethylene), FC(=C)F (1,1-difluoroethylene), C[Si](Cl)(C1=CC=CC=C1)C (dimethylphenyl-chlorosilane), [SiH3][Li] (silyl lithium), FC(=C)F (1,1-difluoroethylene). Run in hexanes, C1CCOC1 (THF). Yields the product FC(=C)[Si](C1=CC=CC=C1)(C)C ((1-Fluorovinyl)dimethylphenylsilane). RXN SMILES: [Li].[CH3:2][Si:3]([CH3:11])([C:5]1[CH:10]=[CH:9][CH:8]=[CH:7][CH:6]=1)Cl.[SiH3][Li].[F:14][C:15](F)=[CH2:16]>C1COCC1>[F:14][C:15]([Si:3]([CH3:11])([CH3:2])[C:5]1[CH:10]=[CH:9][CH:8]=[CH:7][CH:6]=1)=[CH2:16] |^1:0|. Procedure details: To a suspension of 4.4 g of lithium wire cut into small pieces in 200 mL of anhydrous THF stirred under argon and cooled on ice (internal temperature <10° C.) was added dimethylphenyl-chlorosilane in 5 mL portions over 1 hour. The deep red color of the silyl lithium reagent appeared after approximately 0.75 hour. The mixture was stirred on ice for an additional 5 hours (internal temperature remained between 5° C. and 10° C.). The mixture was cooled on a dry ice/acetone bath and 1,1-difluoroethyl... Starting materials: Cl (hydrochloric acid), aqueous solution, [OH-].[Na+] (sodium hydroxide), aqueous solution, [OH-].[Na+] (sodium hydroxide), FC(C1=C(C=CC=C1)C(CN1C=NC=C1)SC1=CC=C(C(=O)OC)C=C1)(F)F (Methyl 4-[1-(2-trifluoromethylphenyl)-2-(imidazol-1-yl)ethylthio]benzoate). Run in CO (methanol). Conditions: time 4.5 hour. Product: Cl.FC(C1=C(C=CC=C1)C(CN1C=NC=C1)SC1=CC=C(C(=O)O)C=C1)(F)F (4-[1-(2-Trifluoromethylphenyl)-2-(imidazol-1-yl)ethylthio]benzoic acid hydrochloride). RXN SMILES: [OH-].[Na+].[F:3][C:4]([F:30])([F:29])[C:5]1[CH:10]=[CH:9][CH:8]=[CH:7][C:6]=1[CH:11]([S:18][C:19]1[CH:28]=[CH:27][C:22]([C:23]([O:25]C)=[O:24])=[CH:21][CH:20]=1)[CH2:12][N:13]1[CH:17]=[CH:16][N:15]=[CH:14]1.[ClH:31]>CO>[ClH:31].[F:30][C:4]([F:3])([F:29])[C:5]1[CH:10]=[CH:9][CH:8]=[CH:7][C:6]=1[CH:11]([S:18][C:19]1[CH:20]=[CH:21][C:22]([C:23]([OH:25])=[O:24])=[CH:27][CH:28]=1)[CH2:12][N:13]1[CH:17]=[CH:16][N:15]=[CH:14]1 |f:0.1,5.6|. Procedure details: 17.6 of 1N aqueous solution of sodium hydroxide were added to 1.79 g of methyl 4-[1-(2-trifluoromethylphenyl)-2-(imidazol-1-yl)ethylthio]benzoate (prepared as described in Example 37) in 17.6 ml of methanol, and the resulting mixture was stirred at room temperature for 4.5 hours. 8.8 ml of a 1N aqueous solution of sodium hydroxide were added to the reaction mixture and it was then neutralized with 1N aqueous hydrochloric acid, after which it was treated and purified by the same method as describ... The reactants are C(C)N1CC(CCC1)CCN1C2=NC(=NC(=C2N=C1OC)N)O[C@H](CCC)C (9-[2-(1-Ethyl-3-piperidinyl)ethyl]-2-{[(1S)-1-methylbutyl]oxy}-8-(methyloxy)-9H-purin-6-amine), C[C@@H](CCC)OC1=NC(=C2N=C(N(C2=N1)CCCC1CNCCC1)OC)N (2-{[(1S)-1-methylbutyl]oxy}-8-(methyloxy)-9-[3-(3-piperidinyl)propyl]-9H-purin-6-amine), ICC (2-iodoethane). Product: C(C)N1CC(CCC1)CCCN1C2=NC(=NC(=C2N=C1OC)N)O[C@H](CCC)C (9-[3-(1-Ethyl-3-piperidinyl)propyl]-2-{[(1S)-1-methylbutyl]oxy}-8-(methyloxy)-9H-purin-6-amine). As a reaction SMILES: C(N1[CH2:8][CH2:7][CH2:6][CH:5]([CH2:9][CH2:10][N:11]2[C:19]([O:20][CH3:21])=[N:18][C:17]3[C:12]2=[N:13][C:14]([O:23][C@@H:24]([CH3:28])[CH2:25][CH2:26][CH3:27])=[N:15][C:16]=3[NH2:22])C1)C.C[C@H](OC1N=[C:42]2[C:38](N=[C:40](OC)[N:41]2[CH2:44]CCC2CCCNC2)=C(N)N=1)CCC.ICC>>[CH2:42]([N:41]1[CH2:44][CH2:8][CH2:7][CH:6]([CH2:5][CH2:9][CH2:10][N:11]2[C:19]([O:20][CH3:21])=[N:18][C:17]3[C:12]2=[N:13][C:14]([O:23][C@@H:24]([CH3:28])[CH2:25][CH2:26][CH3:27])=[N:15][C:16]=3[NH2:22])[CH2:40]1)[CH3:38]. Reported procedure: Prepared similarly to Intermediate 46 from 2-{[(1S)-1-methylbutyl]oxy}-8-(methyloxy)-9-[3-(3-piperidinyl)propyl]-9H-purin-6-amine and 2-iodoethane.